Dataset: the Open Reaction Database (ORD), a public repository of structured organic reaction records. Task: describe an organic reaction: reactants, conditions, products, and yield Starting materials: C(C)(=O)O (acetic acid), C(C)(=O)OC(C)=O (acetic anhydride), ClCCOC=1C=C(C(=O)OC)C=CC1OC (methyl 3-(2-chloroethoxy)-4-methoxybenzoate), [N+](=O)(O)[O-] (nitric acid). The solvent is O (H2O). Conditions: temperature 50 celsius. Yields the product ClCCOC=1C(=CC(=C(C(=O)OC)C1)[N+](=O)[O-])OC (methyl 5-(2-chloroethoxy)-4-methoxy-2-nitrobenzoate). Isolated yield 86.0%. As a reaction SMILES: C(O)(=O)C.C(OC(=O)C)(=O)C.[Cl:12][CH2:13][CH2:14][O:15][C:16]1[CH:17]=[C:18]([CH:23]=[CH:24][C:25]=1[O:26][CH3:27])[C:19]([O:21][CH3:22])=[O:20].[N+:28]([O-])([OH:30])=[O:29]>O>[Cl:12][CH2:13][CH2:14][O:15][C:16]1[C:25]([O:26][CH3:27])=[CH:24][C:23]([N+:28]([O-:30])=[O:29])=[C:18]([CH:17]=1)[C:19]([O:21][CH3:22])=[O:20]. Procedure details: To acetic acid (42 mL) and acetic anhydride (8.5 mL) was added methyl 3-(2-chloroethoxy)-4-methoxybenzoate (4.0 g, 16.3 mmol) followed by 70% nitric acid (2.8 mL) and the mixture heated at 50° C. for 1 hour. The mixture was poured into H2O, filtered, and washed with H2O to give methyl 5-(2-chloroethoxy)-4-methoxy-2-nitrobenzoate (4.08 g, 14.1 mmol, 86%). 1H NMR (300 MHz, DMSO-d6) δ 7.67 (s, 1H), 7.38 (s, 1H), 4.43 (t, 2H), 3.99 (t, 2H), 3.94 (s, 3H), 3.85 (s, 3H). Reactants: C(C1=CC=CC=C1)(=O)OCCCC(CNS(=O)(=O)CCCCl)CSCCCCCCCCCCCCCCCC (2-(benzoyloxypropan-1-yl)-1-(3-chloropropylsulfonylamino)-3-n-hexadecylthiopropane), C[O-].[Na+] (sodium methoxide), ClCCCS(=O)(=O)NCC(COC(NCCCCCCCCCCCCCCCCCC)=O)CC(C)O (1-(3-chloropropylsulfonylamino)-2-(2-hydroxypropan-1-yl)-3-octadecylcarbamoyloxypropane). Solvent: CO (methanol), CO (methanol). Yields the product ClCCCS(=O)(=O)NCC(CSCCCCCCCCCCCCCCCC)CC(C)O (1-(3-chloropropylsulfonylamino)-3-hexadecylthio-2-(2-hydroxypropan-1-yl)propane). Yield: 54.5%. As a reaction SMILES: C(O[CH2:10][CH2:11][CH2:12][CH:13]([CH2:23][S:24][CH2:25][CH2:26][CH2:27][CH2:28][CH2:29][CH2:30][CH2:31][CH2:32][CH2:33][CH2:34][CH2:35][CH2:36][CH2:37][CH2:38][CH2:39][CH3:40])[CH2:14][NH:15][S:16]([CH2:19][CH2:20][CH2:21][Cl:22])(=[O:18])=[O:17])(=O)C1C=CC=CC=1.C[O-].[Na+].ClCCCS(NCC(CC(O)C)COC(=O)NCCCCCCCCCCCCCCCCCC)(=O)=[O:49]>CO>[Cl:22][CH2:21][CH2:20][CH2:19][S:16]([NH:15][CH2:14][CH:13]([CH2:12][CH:11]([OH:49])[CH3:10])[CH2:23][S:24][CH2:25][CH2:26][CH2:27][CH2:28][CH2:29][CH2:30][CH2:31][CH2:32][CH2:33][CH2:34][CH2:35][CH2:36][CH2:37][CH2:38][CH2:39][CH3:40])(=[O:18])=[O:17] |f:1.2|. Reported procedure: A mixture of 1.24 g (2.0 mM) of 2-(benzoyloxypropan-1-yl)-1-(3-chloropropylsulfonylamino)-3-n-hexadecylthiopropane m14 and 0.77 ml (2 mM) of 5.18 M/L sodium methoxide in methanol solution in 50 ml of methanol is allowed to react by the same procedure as described in (131) and 562 mg (54.5% yield) of the titled compound m15 is obtained. The reactants are BrC1=CC2=CC=C3C=C(C=C4C3=C2C(=C1)C4)Br (2,6-dibromo-4H-cyclopenta[def]phenanthrene), CC(C)(C)[O-].[K+] (t-BuOK), CS(=O)C (DMSO), CN(C)P(=O)(N(C)C)N(C)C (HMPA), resultant solution. Run in C(Cl)Cl (methylene chloride), O (water). Conditions: time 50 minute. Product: BrC1=CC=2CCC=3C=C(C=C4C3C2C(=C1)C4)Br (2,6-dibromo-8,9-dihydro-4H-cyclopenta[def]phenanthrene). Isolated yield 133.6%. As a reaction SMILES: [Br:1][C:2]1[CH:15]=[C:14]2[CH2:16][C:11]3[C:12]4=[C:13]2[C:4](=[CH:5][CH:6]=[C:7]4[CH:8]=[C:9]([Br:17])[CH:10]=3)[CH:3]=1.CC([O-])(C)C.[K+].CS(C)=O.CN(P(N(C)C)(N(C)C)=O)C>C(Cl)Cl.O>[Br:1][C:2]1[CH:15]=[C:14]2[CH2:16][C:11]3[C:12]4[C:13]2=[C:4]([CH2:5][CH2:6][C:7]=4[CH:8]=[C:9]([Br:17])[CH:10]=3)[CH:3]=1 |f:1.2|. Reported procedure: 2,6-dibromo-4H-cyclopenta[def]phenanthrene (2.6 g, 7.7 mmol), t-BuOK(20.8 g, 61.6 mmol), DMSO(20 ml), and HMPA(20 ml) was placed in 50 ml round bottom flask with a syringe. The mixture was stirred for 50 minutes at room temperature and cooled to 0° C. CH3l(3.75 ml, 61.6 mmol) was dropped to the mixture with a syringe and the resultant solution was stirred for 30 minutes at 0° C. Then, water(50 ml) and methylene chloride(50 ml) were added to the solution to separate an organic layer. The organic ... Starting materials: B, CC(=O)C1=CCC2C(=CBr)CCCC12C, CSC, CO, Cc1ccccc1, CCOCC, [H][H], O. Product: CC(O)C1=CCC2C(=CBr)CCCC12C. RXN SMILES: [BH3:19].[Br:1][CH:2]=[C:3]1[CH2:4][CH2:5][CH2:6][C:7]2([CH3:15])[C:8]([C:12]([CH3:13])=[O:14])=[CH:9][CH2:10][CH:11]12.[CH3:16][S:17][CH3:18].[CH3:20][OH:21].[CH3:24][c:25]1[cH:26][cH:27][cH:28][cH:29][cH:30]1.[CH3:32][CH2:33][O:34][CH2:35][CH3:36].[H:22][H:23].[OH2:31]>>[Br:1][CH:2]=[C:3]1[CH2:4][CH2:5][CH2:6][C:7]2([CH3:15])[C:8]([CH:12]([CH3:13])[OH:14])=[CH:9][CH2:10][CH:11]12. The product is C(C1=CC=CC=C1)CC(C(=O)O)C(=O)O (benzylmethylmalonic acid). RXN SMILES: [CH2:1]([CH2:8][CH:9]([C:15]([O:17]CC)=[O:16])[C:10]([O:12]CC)=[O:11])[C:2]1[CH:7]=[CH:6][CH:5]=[CH:4][CH:3]=1.C(O)C.[OH-].[K+]>O>[CH2:1]([CH2:8][CH:9]([C:15]([OH:17])=[O:16])[C:10]([OH:12])=[O:11])[C:2]1[CH:7]=[CH:6][CH:5]=[CH:4][CH:3]=1 |f:2.3|. Reported procedure: The diethyl benzylmethylmalonate (75 g) was combined with 300 ml of ethanol and a solution of 100 g potassium hydroxide in 300 ml of water and heated to a gentle reflux for 5 hours. After cooling, the mixture was extracted with diethyl ether (2×300 ml). The aqueous phase was then acidified with 120 ml concentrated hydrochloric acid, and extracted with diethyl ether (3×300 ml). The combined organic extracts were dried over magnesium sulfate, filtered and concentrated to yield 49.2 g of benzylmeth... Reactants: C(C1=CC=CC=C1)CC(C(=O)OCC)C(=O)OCC (diethyl benzylmethylmalonate), C(C)O (ethanol), [OH-].[K+] (potassium hydroxide). The solvent is O (water). Isolated yield 83.3%. Starting materials: CCO, [H][H], O=[N+]([O-])c1ccc(Cl)cc1NC1CCN(CC2COc3ccccc3O2)CC1. The product is Nc1ccc(Cl)cc1NC1CCN(CC2COc3ccccc3O2)CC1. Reaction SMILES: [CH3:31][CH2:32][OH:33].[H:29][H:30].[O:1]1[CH:2]([CH2:11][N:12]2[CH2:13][CH2:14][CH:15]([NH:18][c:19]3[c:20]([N+:26]([O-:27])=[O:28])[cH:21][cH:22][c:23]([Cl:25])[cH:24]3)[CH2:16][CH2:17]2)[CH2:3][O:4][c:5]2[c:6]1[cH:7][cH:8][cH:9][cH:10]2>>[O:1]1[CH:2]([CH2:11][N:12]2[CH2:13][CH2:14][CH:15]([NH:18][c:19]3[c:20]([NH2:26])[cH:21][cH:22][c:23]([Cl:25])[cH:24]3)[CH2:16][CH2:17]2)[CH2:3][O:4][c:5]2[c:6]1[cH:7][cH:8][cH:9][cH:10]2. The reactants are C([O-])(O)=O.[Na+] (sodium bicarbonate), BrN1C(CCC1=O)=O (N-Bromosuccinimide), N(=NC(C#N)(C)C)C(C#N)(C)C (azobisisobutyronitrile), COCOC1=C(C(=O)NC2=C(C(=O)OC(C)(C)C)C=CC(=C2)C2=CC=CC=C2)C=C(C=C1)C (tert-butyl 2-(2-(methoxymethoxy)-5-methylbenzamido)-4-phenylbenzoate). The solvent is C(C)(=O)OCC (ethyl acetate), C1=CC=CC=C1 (benzene). Product: BrCC=1C=CC(=C(C(=O)NC2=C(C(=O)OC(C)(C)C)C=CC(=C2)C2=CC=CC=C2)C1)OCOC (tert-butyl 2-(5-(bromomethyl)-2-(methoxymethoxy)benzamido)-4-phenylbenzoate). Isolated yield 69.0%. RXN SMILES: [Br:1]N1C(=O)CCC1=O.N(C(C)(C)C#N)=NC(C)(C)C#N.[CH3:21][O:22][CH2:23][O:24][C:25]1[CH:52]=[CH:51][C:50]([CH3:53])=[CH:49][C:26]=1[C:27]([NH:29][C:30]1[CH:42]=[C:41]([C:43]2[CH:48]=[CH:47][CH:46]=[CH:45][CH:44]=2)[CH:40]=[CH:39][C:31]=1[C:32]([O:34][C:35]([CH3:38])([CH3:37])[CH3:36])=[O:33])=[O:28].C(=O)(O)[O-].[Na+]>C(OCC)(=O)C.C1C=CC=CC=1>[Br:1][CH2:53][C:50]1[CH:51]=[CH:52][C:25]([O:24][CH2:23][O:22][CH3:21])=[C:26]([CH:49]=1)[C:27]([NH:29][C:30]1[CH:42]=[C:41]([C:43]2[CH:44]=[CH:45][CH:46]=[CH:47][CH:48]=2)[CH:40]=[CH:39][C:31]=1[C:32]([O:34][C:35]([CH3:38])([CH3:37])[CH3:36])=[O:33])=[O:28] |f:3.4|. Procedure: N-Bromosuccinimide (0.25 g) and azobisisobutyronitrile (0.023 g) were sequentially added to a benzene (6.3 mL) solution of the obtained tert-butyl 2-(2-(methoxymethoxy)-5-methylbenzamido)-4-phenylbenzoate (0.63 g), followed by heating to reflux for 30 minutes. The reaction mixture was cooled to room temperature, and then a saturated aqueous solution of sodium bicarbonate and ethyl acetate were added thereto. The organic layer was separated, washed with a saturated aqueous solution of sodium chlo... The reactants are CC(=O)OCC1=C(N2[C@@H]([C@@H](C2=O)N)SC1)C(=O)O (7-ACA), B(F)(F)F.CCOCC (boron trifluoride ethyl ether), FS(=O)(=O)O (fluorosulfonic acid), B(OC)(OC)OC (trimethyl borate). The solvent is S1(=O)(=O)CCCC1 (sulfolane). Run at temperature 25 celsius. Product: desired product, NC1[C@@H]2N(C(=C(CS2)COC)C(=O)O)C1=O (7-amino-3-methoxymethyl-3-cephem-4-carboxylic acid). RXN SMILES: C[C:2]([O:4][CH2:5][C:6]1[CH2:15][S:14][C@@H:9]2[C@H:10]([NH2:13])[C:11](=[O:12])[N:8]2[C:7]=1[C:16]([OH:18])=[O:17])=O.B(F)(F)F.CCOCC.FS(O)(=O)=O.B(OC)(OC)OC>S1(CCCC1)(=O)=O>[NH2:13][CH:10]1[C:11](=[O:12])[N:8]2[C:7]([C:16]([OH:18])=[O:17])=[C:6]([CH2:5][O:4][CH3:2])[CH2:15][S:14][C@H:9]12 |f:1.2|. Reported procedure: To 20 ml of sulfolane were added 1.41 g of 7-ACA, 8.2 ml of boron trifluoride ethyl ether, 1.9 ml of fluorosulfonic acid and 6.12 ml of trimethyl borate. The mixture was heated at 25° C. for 20 minutes to advance a reaction. After completion of the reaction, substantially the same procedure as in Example 1 was repeated, to thereby obtain the desired product, namely 7-amino-3-methoxymethyl-3-cephem-4-carboxylic acid. The amount of the desired product was 0.76 g. The yield of the desired product w...